The task is: describe an organic reaction: reactants, conditions, products, and yield. This data is from the Open Reaction Database (ORD), a public repository of structured organic reaction records. Reactants: OCC=1C=2N(C=CC1)C=CN2 (8-hydroxymethylimidazo[1,2-a]pyridine), hydrochloride salt, SC=1NC2=C(N1)C=CC=C2C (2-mercapto-4-methylbenzimidazole). Yields the product N=1C=CN2C1C(=CC=C2)CSC2=NC1=C(N2)C=CC=C1C (2-[(imidazo[1,2-a]pyridin-8-ylmethyl)thio]-4-methyl-1H-benzimidazole). RXN SMILES: O[CH2:2][C:3]1[C:4]2[N:5]([CH:9]=[CH:10][N:11]=2)[CH:6]=[CH:7][CH:8]=1.[SH:12][C:13]1[NH:14][C:15]2[C:21]([CH3:22])=[CH:20][CH:19]=[CH:18][C:16]=2[N:17]=1>>[N:11]1[CH:10]=[CH:9][N:5]2[CH:6]=[CH:7][CH:8]=[C:3]([CH2:2][S:12][C:13]3[NH:17][C:16]4[CH:18]=[CH:19][CH:20]=[C:21]([CH3:22])[C:15]=4[N:14]=3)[C:4]=12. Procedure: A solution of 20 g (0.13 mole) of 2-methyl-6-nitroaniline in 22.9 ml of concentrated aqueous hydrochloric acid, 200 ml of tetrahydrofuran, and 350 ml of methanol was hydrogenated at room temperature using 25 p.s.i. of hydrogen gas over 2.0 g of 5% palladium on carbon. The mixture was filtered and the filtrate was concentrated in vacuo. The residue was dissolved in 150 ml of ethanol and neutralized with 17.2 g (0.26 mole) of potassium hydroxide dissolved in 30 ml of water. Potassium ethylxanthate... The reactants are FC=1C=C(C=CC1C(F)(F)F)C1=CN=CC=2C(CCC12)NS(=O)(=O)C1CC1 ((rac)-Cyclopropanesulfonic acid [4-(3-fluoro-4-trifluoromethyl-phenyl)-6,7-dihydro-5H-[2]pyrindin-7-yl]-amide), FC(C1=CC=C(C=C1)C1=CN=CC=2C(CCC12)N)(F)F ((rac)-4-(4-Trifluoromethyl-phenyl)-6,7-dihydro-5H-[2]pyrindin-7-ylamine). Product: FC(C1=CC=C(C=C1)C1=CN=CC=2C(CCC12)NS(=O)(=O)C1CC1)(F)F ((rac)-Cyclopropanesulfonic acid [4-(4-trifluoromethyl-phenyl)-6,7-dihydro-5H-[2]pyrindin-7-yl]-amide). Isolated yield 4.0%. As a reaction SMILES: F[C:2]1[CH:3]=[C:4]([C:12]2[C:20]3[CH2:19][CH2:18][CH:17]([NH:21][S:22]([CH:25]4[CH2:27][CH2:26]4)(=[O:24])=[O:23])[C:16]=3[CH:15]=[N:14][CH:13]=2)[CH:5]=[CH:6][C:7]=1[C:8]([F:11])([F:10])[F:9].FC(F)(F)C1C=CC(C2C3CCC(N)C=3C=NC=2)=CC=1>>[F:11][C:8]([F:9])([F:10])[C:7]1[CH:6]=[CH:5][C:4]([C:12]2[C:20]3[CH2:19][CH2:18][CH:17]([NH:21][S:22]([CH:25]4[CH2:27][CH2:26]4)(=[O:23])=[O:24])[C:16]=3[CH:15]=[N:14][CH:13]=2)=[CH:3][CH:2]=1. Reported procedure: In analogy to the procedure described for the preparation of (rac)-cyclopropanesulfonic acid [4-(3-fluoro-4-trifluoromethyl-phenyl)-6,7-dihydro-5H-[2]pyrindin-7-yl]-amide (example 91), replacing (rac)-4-(3-fluoro-4-trifluoromethyl-phenyl)-6,7-dihydro-5H-[2]pyrindin-7-ylamine with (rac)-4-(4-trifluoromethyl-phenyl)-6,7-dihydro-5H-[2]pyrindin-7-ylamine (example 93). The title compound was obtained as a light brown oil in 4% yield. MS: 383.4 (M+H)+. The reactants are C(=O)(O)[O-].[Na+] (NaHCO3), N1C(=NC2=C1C=CC=C2)S(=O)(=O)CCCCN (4-(1H-benzoimidazole-2-sulfonyl)-butylamine), CC=1C(=NC=C(C1)C)C=O (3,5-dimethylpyridine-2-carbaldehyde), [BH4-].[Na+] (NaBH4). Solvent: C(Cl)Cl (CH2Cl2), CO (MeOH). Reaction conditions: time 1 hour. Product: N1C(=NC2=C1C=CC=C2)S(=O)(=O)CCCCNCC2=NC=C(C=C2C)C ([4-(1H-benzoimidazole-2-sulfonyl)-butyl]-(3,5-dimethyl-pyridin-2-ylmethyl)-amine). The yield is 13.4%. As a reaction SMILES: [NH:1]1[C:5]2[CH:6]=[CH:7][CH:8]=[CH:9][C:4]=2[N:3]=[C:2]1[S:10]([CH2:13][CH2:14][CH2:15][CH2:16][NH2:17])(=[O:12])=[O:11].[CH3:18][C:19]1[C:20]([CH:26]=O)=[N:21][CH:22]=[C:23]([CH3:25])[CH:24]=1.[BH4-].[Na+].C([O-])(O)=O.[Na+]>CO.C(Cl)Cl>[NH:1]1[C:5]2[CH:6]=[CH:7][CH:8]=[CH:9][C:4]=2[N:3]=[C:2]1[S:10]([CH2:13][CH2:14][CH2:15][CH2:16][NH:17][CH2:26][C:20]1[C:19]([CH3:18])=[CH:24][C:23]([CH3:25])=[CH:22][N:21]=1)(=[O:12])=[O:11] |f:2.3,4.5|. Reported procedure: A solution of 4-(1H-benzoimidazole-2-sulfonyl)-butylamine (350 mg, 1.4 mmol) and 3,5-dimethylpyridine-2-carbaldehyde (187 mg, 1.4 mmol) in dry MeOH (10 mL) was stirred for 3 h. At this time, solid NaBH4 (116 mg, 4.2 mmol) was added in one portion. Stirring was continued for 1 h, then saturated aqueous NaHCO3 (10 mL) and CH2Cl2 (20 mL) was added. The biphasic mixture was extracted with CH2Cl2 (3×20 mL), then the combined organic fractions were dried (MgSO4), and concentrated. Purification of the ... Procedure: Indole-3-carboxylic acid (500 mg, 3.1 mmol) was stirred at room temperature with thionyl chloride (5 mL, 68 mmol) for 20 hours. The solution was concentrated under vacuum and the residue was taken up in ether (10 mL) and concentrated to dryness (repeated three times) to ensure removal of the thionyl chloride. The resulting solid was dissolved in ether (5 mL) and added to an ice cooled solution of hydrazine hydrate (600 mg, 12 mmol) in tetrahydrofuran (5 mL). After 30 minutes, the solid was colle... Solvent: O1CCCC1 (tetrahydrofuran). The reactants are N1C=C(C2=CC=CC=C12)C(=O)O (Indole-3-carboxylic acid), S(=O)(Cl)Cl (thionyl chloride), ice, O.NN (hydrazine hydrate). Conditions: time 30 minute. Yields the product N1C=C(C2=CC=CC=C12)C(=O)NN (1H-Indole-3-carboxylic acid hydrazide). As a reaction SMILES: [NH:1]1[C:9]2[C:4](=[CH:5][CH:6]=[CH:7][CH:8]=2)[C:3]([C:10]([OH:12])=O)=[CH:2]1.S(Cl)(Cl)=O.O.[NH2:18][NH2:19]>O1CCCC1>[NH:1]1[C:9]2[C:4](=[CH:5][CH:6]=[CH:7][CH:8]=2)[C:3]([C:10]([NH:18][NH2:19])=[O:12])=[CH:2]1 |f:2.3|. Starting materials: C(C1=CC=CC=C1)=O (benzaldehyde), [N+](=O)([O-])C (nitromethane). Yields the product C1(=CC=CC=C1)[C@@H](C[N+](=O)[O-])O ((S)-1-phenyl-2 nitro ethanol). Yield: 84.0%. As a reaction SMILES: [CH:1](=[O:8])[C:2]1[CH:7]=[CH:6][CH:5]=[CH:4][CH:3]=1.[N+:9]([CH3:12])([O-:11])=[O:10]>>[C:2]1([C@H:1]([OH:8])[CH2:12][N+:9]([O-:11])=[O:10])[CH:7]=[CH:6][CH:5]=[CH:4][CH:3]=1. Procedure: Further, the present inventors has reported in Tetrahedron Letters (1993) Vol. 34, p. 2657 that the reaction between benzaldehyde and nitromethane under a catalyst of lanthanum-lithium-(R)-binaphthol complex at −50° C. gives (S)-1-phenyl-2 nitro ethanol in a yield of 84% (40% e.e.), and when carried out under a catalyst of samarium-lithium-(R)-binaphthol complex at −40° C., the reaction gives the same compound in a yield of 90% (62% e.e.) ((R) or (S) in the name of leach compound represents R or... The reactants are ClCCl, CCc1cc2c(OCC(=O)OC)nc(SC)nc2n1Cc1cccc(Cl)c1, CCOC(C)=O, CO. The product is CCc1cc2c(OCC(=O)OC)ncnc2n1Cc1cccc(Cl)c1. Reaction SMILES: [CH2:36]([Cl:37])[Cl:38].[CH3:1][O:2][C:3]([CH2:4][O:5][c:6]1[c:7]2[c:8]([n:9][c:10]([S:12][CH3:13])[n:11]1)[n:14]([CH2:19][c:20]1[cH:21][c:22]([Cl:26])[cH:23][cH:24][cH:25]1)[c:15]([CH2:17][CH3:18])[cH:16]2)=[O:27].[CH3:28][CH2:29][O:30][C:31](=[O:32])[CH3:33].[CH3:34][OH:35]>>[CH3:1][O:2][C:3]([CH2:4][O:5][c:6]1[c:7]2[c:8]([n:9][cH:10][n:11]1)[n:14]([CH2:19][c:20]1[cH:21][c:22]([Cl:26])[cH:23][cH:24][cH:25]1)[c:15]([CH2:17][CH3:18])[cH:16]2)=[O:27]. The reactants are Cc1[nH]c2cnn(C)c(=O)c2c1C, O=C(c1ccc(Cl)cc1)c1ccc(CBr)cc1, CN(C)C=O, O. The product is Cc1c(C)n(Cc2ccc(C(=O)c3ccc(Cl)cc3)cc2)c2cnn(C)c(=O)c12. Reaction SMILES: [CH3:1][c:2]1[c:3]([CH3:13])[c:4]2[c:5]([cH:6][n:7][n:8]([CH3:11])[c:9]2=[O:10])[nH:12]1.[Cl:14][c:15]1[cH:16][cH:17][c:18]([C:19](=[O:20])[c:21]2[cH:22][cH:23][c:24]([CH2:25][Br:26])[cH:27][cH:28]2)[cH:29][cH:30]1.[O:32]=[CH:33][N:34]([CH3:35])[CH3:36].[OH2:31]>>[CH3:1][c:2]1[c:3]([CH3:13])[c:4]2[c:5]([cH:6][n:7][n:8]([CH3:11])[c:9]2=[O:10])[n:12]1[CH2:25][c:24]1[cH:23][cH:22][c:21]([C:19]([c:18]2[cH:17][cH:16][c:15]([Cl:14])[cH:30][cH:29]2)=[O:20])[cH:28][cH:27]1. Reactants: C(C=C)N(C1=CC=CC=C1)CC (allyl-ethyl-phenyl-amine), C[N+]1(CCOCC1)[O-] (NMO), CC(=O)C.O (acetone water). Reagents/catalysts: O=[Os](=O)(=O)=O (OsO4). Run in C(=O)(O)[O-].[Na+] (NaHCO3), [O-]S(=O)(=S)[O-].[Na+].[Na+] (Na2S2O3), Et2O-hexanes. Reaction conditions: time 8 hour. Yields the product C(C)N(CC(CO)O)C1=CC=CC=C1 (3-(ethyl-phenyl-amino)-propane-1,2-diol). Isolated yield 86.0%. Reaction SMILES: [CH2:1]([N:4](CC)[C:5]1[CH:10]=[CH:9][CH:8]=[CH:7][CH:6]=1)[CH:2]=C.C[N+]1([O-])CC[O:17]CC1.[CH3:21][C:22]([CH3:24])=[O:23].O>C([O-])(O)=O.[Na+].[O-]S([O-])(=S)=O.[Na+].[Na+].O=[Os](=O)(=O)=O>[CH2:1]([N:4]([C:5]1[CH:10]=[CH:9][CH:8]=[CH:7][CH:6]=1)[CH2:21][CH:22]([OH:23])[CH2:24][OH:17])[CH3:2] |f:2.3,4.5,6.7.8|. Procedure: A solution of OsO4 (7.8 mL, 0.1 M in water, 0.03 eq.) was added to a mixture of allyl-ethyl-phenyl-amine (4.10 g, 25.3 mmol) and NMO (5.92 g, 2.0 eq.) in 9:1 acetone-water (40 mL) at room temperature and the resulting mixture was stirred overnight. The mixture was diluted with sat. NaHCO3 (80 mL), sat. Na2S2O3 (20 mL) and 1:1 Et2O-hexanes (100 mL). The separated aqueous phase was extracted with 2×30 mL of EtOAc and the combined organic phase was dried over Na2SO4, filtered and concentrated and t...